This data is from the Open Reaction Database (ORD), a public repository of structured organic reaction records. The task is: describe an organic reaction: reactants, conditions, products, and yield Reactants: CS(=O)(=O)OCC1=NC(=C2N=CN(C2=N1)[C@@H]1O[C@@H]([C@H]([C@H]1O[Si](C)(C)C(C)(C)C)O[Si](C)(C)C(C)(C)C)COC)NCC(C1=CC=CC=C1)C1=CC=CC=C1 ({9-[(2R,3R,4R,5R)-3,4-bis{[tert-butyl(dimethyl)silyl]oxy}-5-(methoxymethyl)tetrahydro-2-furanyl]-6-[(2,2-diphenylethyl)amino]-9H-purin-2-yl}methyl methanesulfonate), [C-]#N.[K+] (potassium cyanide). Run in CN(C=O)C (N,N-dimethylformamide). Run at temperature 67.5 celsius. Yields the product [Si](C)(C)(C(C)(C)C)O[C@H]1[C@@H](O[C@@H]([C@H]1O[Si](C)(C)C(C)(C)C)COC)N1C2=NC(=NC(=C2N=C1)NCC(C1=CC=CC=C1)C1=CC=CC=C1)CC#N (2-{9-[(2R,3R,4R,5R)-3,4-Bis{[tert-butyl(dimethyl)silyl]oxy}-5-(methoxymethyl)tetrahydro-2-furanyl]-6-[(2,2-diphenylethyl)amino]-9H-purin-2-yl}acetonitrile). Yield: 80.3%. As a reaction SMILES: CS(O[CH2:6][C:7]1[N:15]=[C:14]2[C:10]([N:11]=[CH:12][N:13]2[C@H:16]2[C@H:20]([O:21][Si:22]([C:25]([CH3:28])([CH3:27])[CH3:26])([CH3:24])[CH3:23])[C@H:19]([O:29][Si:30]([C:33]([CH3:36])([CH3:35])[CH3:34])([CH3:32])[CH3:31])[C@@H:18]([CH2:37][O:38][CH3:39])[O:17]2)=[C:9]([NH:40][CH2:41][CH:42]([C:49]2[CH:54]=[CH:53][CH:52]=[CH:51][CH:50]=2)[C:43]2[CH:48]=[CH:47][CH:46]=[CH:45][CH:44]=2)[N:8]=1)(=O)=O.[C-:55]#[N:56].[K+]>CN(C)C=O>[Si:22]([O:21][C@@H:20]1[C@H:19]([O:29][Si:30]([C:33]([CH3:36])([CH3:34])[CH3:35])([CH3:31])[CH3:32])[C@@H:18]([CH2:37][O:38][CH3:39])[O:17][C@H:16]1[N:13]1[CH:12]=[N:11][C:10]2[C:14]1=[N:15][C:7]([CH2:6][C:55]#[N:56])=[N:8][C:9]=2[NH:40][CH2:41][CH:42]([C:49]1[CH:54]=[CH:53][CH:52]=[CH:51][CH:50]=1)[C:43]1[CH:48]=[CH:47][CH:46]=[CH:45][CH:44]=1)([C:25]([CH3:26])([CH3:28])[CH3:27])([CH3:23])[CH3:24] |f:1.2|. Reported procedure: A stirred solution of {9-[(2R,3R,4R,5R)-3,4-bis{[tert-butyl(dimethyl)silyl]oxy}-5-(methoxymethyl)tetrahydro-2-furanyl]-6-[(2,2-diphenylethyl)amino]-9H-purin-2-yl}methyl methanesulfonate (3.0 g, 3.76 mmol) (preparation 16) in anhydrous N,N-dimethylformamide (20 ml) was treated with potassium cyanide (0.37 g, 5.69 mmol) and heated to 65-70° C. for 3 hr. The mixture was cooled to room temperature and partitioned between diethyl ether and water. The organic phase was separated and the aqueous phase ... Reactants: CCc1ccc([N+](=O)[O-])cc1C1(C#N)Cc2ccccc2C1, CC(=O)O, O, O=S(=O)(O)O. The product is CCc1ccc([N+](=O)[O-])cc1C1(C(N)=O)Cc2ccccc2C1. As a reaction SMILES: [C:1](#[N:2])[C:3]1([c:12]2[c:13]([CH2:21][CH3:22])[cH:14][cH:15][c:16]([N+:18](=[O:19])[O-:20])[cH:17]2)[CH2:4][c:5]2[cH:6][cH:7][cH:8][cH:9][c:10]2[CH2:11]1.[CH3:23][C:24]([OH:25])=[O:26].[OH2:32].[S:27](=[O:28])(=[O:29])([OH:30])[OH:31]>>[C:1]([NH2:2])([C:3]1([c:12]2[c:13]([CH2:21][CH3:22])[cH:14][cH:15][c:16]([N+:18](=[O:19])[O-:20])[cH:17]2)[CH2:4][c:5]2[cH:6][cH:7][cH:8][cH:9][c:10]2[CH2:11]1)=[O:25]. Starting materials: ClC=1C=C2C=3CCCC(C3NC2=CC1)N (6-chloro-2,3,4,9-tetrahydro-1H-carbazol-1-amine), FC1=C(C(=O)Cl)C=CC=C1 (2-fluorobenzoyl chloride). Product: ClC=1C=C2C=3CCCC(C3NC2=CC1)NC(C1=C(C=CC=C1)F)=O (N-(6-Chloro-2,3,4,9-tetrahydro-1H-carbazol-1-yl)-2-fluorobenzamide), solid. The yield is 63.0%. Reaction SMILES: [Cl:1][C:2]1[CH:3]=[C:4]2[C:12](=[CH:13][CH:14]=1)[NH:11][C:10]1[CH:9]([NH2:15])[CH2:8][CH2:7][CH2:6][C:5]2=1.[F:16][C:17]1[CH:25]=[CH:24][CH:23]=[CH:22][C:18]=1[C:19](Cl)=[O:20]>>[Cl:1][C:2]1[CH:3]=[C:4]2[C:12](=[CH:13][CH:14]=1)[NH:11][C:10]1[CH:9]([NH:15][C:19](=[O:20])[C:18]3[CH:22]=[CH:23][CH:24]=[CH:25][C:17]=3[F:16])[CH2:8][CH2:7][CH2:6][C:5]2=1. Procedure: N-(6-Chloro-2,3,4,9-tetrahydro-1H-carbazol-1-yl)-2-fluorobenzamide was prepared from 6-chloro-2,3,4,9-tetrahydro-1H-carbazol-1-amine and 2-fluorobenzoyl chloride in a similar manner as described in Example 14 to give a white solid (63% yield). 1H-NMR (CDCl3): δ 8.93 (s, 1H), 8.14 (m, 1H), 7.49 (m, 1H), 7.45 (m, 1H), 7.28 (m, 1H), 7.22 (d, 1H), 7.10 (m, 3H), 5.35 (m, 1H), 2.72 (m, 2H), 2.31 (m, 1H), 1.98 (m, 3H); MS m/z 343 (M+1). Reactants: CC(C)(C)C(=O)c1sc2c(c1Cl)CCN(Cc1ccccc1)CC2, CO, CC(Cl)OC(=O)Cl, CC(Cl)Cl, ClCCl, [K+], [K+], O=C([O-])[O-]. Yields the product CC(C)(C)C(=O)c1sc2c(c1Cl)CCNCC2. As a reaction SMILES: [CH2:1]([c:2]1[cH:3][cH:4][cH:5][cH:6][cH:7]1)[N:8]1[CH2:9][CH2:10][c:11]2[c:12]([c:15]([Cl:24])[c:16]([C:18]([C:19]([CH3:20])([CH3:21])[CH3:22])=[O:23])[s:17]2)[CH2:13][CH2:14]1.[CH3:45][OH:46].[Cl:31][C:32]([O:33][CH:34]([Cl:35])[CH3:36])=[O:37].[Cl:38][CH:39]([Cl:40])[CH3:41].[Cl:42][CH2:43][Cl:44].[K+:25].[K+:26].[O-:27][C:28]([O-:29])=[O:30]>>[NH:8]1[CH2:9][CH2:10][c:11]2[c:12]([c:15]([Cl:24])[c:16]([C:18]([C:19]([CH3:20])([CH3:21])[CH3:22])=[O:23])[s:17]2)[CH2:13][CH2:14]1. The reactants are C23H23N5O3S, CN(S(=O)(=O)C1=CC2=C(N(C(=N2)COC2=CC=C(C=C2)C#N)C)C=C1)C1=CC=CC=C1 (1-methyl-2-[(4-cyanophenyl)-oxymethyl]-benzimidazol-5-yl-sulphonic acid-N-methyl-N-phenyl-amide), Cl (hydrochloric acid), C([O-])([O-])=O.[NH4+].[NH4+] (ammonium carbonate). The solvent is C(C)O (ethanol). Yields the product Cl.CN(S(=O)(=O)C1=CC2=C(N(C(=N2)COC2=CC=C(C=C2)C(N)=N)C)C=C1)C1=CC=CC=C1 (1-Methyl-2-[(4-amidinophenyl)oxymethyl]-benzimidazol-5-yl-sulphonic acid-N-methyl-N-phenyl-amide-hydrochloride). Isolated yield 46.0%. RXN SMILES: [CH3:1][N:2]([C:26]1[CH:31]=[CH:30][CH:29]=[CH:28][CH:27]=1)[S:3]([C:6]1[CH:25]=[CH:24][C:9]2[N:10]([CH3:23])[C:11]([CH2:13][O:14][C:15]3[CH:20]=[CH:19][C:18]([C:21]#[N:22])=[CH:17][CH:16]=3)=[N:12][C:8]=2[CH:7]=1)(=[O:5])=[O:4].[ClH:32].C(=O)([O-])[O-].[NH4+:37].[NH4+]>C(O)C>[ClH:32].[CH3:1][N:2]([C:26]1[CH:31]=[CH:30][CH:29]=[CH:28][CH:27]=1)[S:3]([C:6]1[CH:25]=[CH:24][C:9]2[N:10]([CH3:23])[C:11]([CH2:13][O:14][C:15]3[CH:16]=[CH:17][C:18]([C:21](=[NH:37])[NH2:22])=[CH:19][CH:20]=3)=[N:12][C:8]=2[CH:7]=1)(=[O:4])=[O:5] |f:2.3.4,6.7|. Procedure details: Prepared analogously to Example 32 from 1-methyl-2-[(4-cyanophenyl)-oxymethyl]-benzimidazol-5-yl-sulphonic acid-N-methyl-N-phenyl-amide and ethanolic hydrochloric acid, ethanol and ammonium carbonate. Yield: 46% of theory, C23H23N5O3S (449.5) ##EQU14##